From a dataset of the Open Reaction Database (ORD), a public repository of structured organic reaction records. describe an organic reaction: reactants, conditions, products, and yield Starting materials: ClCCl (dichloromethane), C(C)(C)(C)OC(=O)N1C(=CC2=CC=C(C=C12)O[Si](C)(C)C(C)(C)C)C=1C2=C(N(N1)C(=O)OC(C)(C)C)C=C(S2)C2=CC=CC=C2 (2-(1-tert-butoxycarbonyl-5-phenyl-1H-thieno[3,2-c]pyrazol-3-yl)-6-(tert-butyl-dimethyl-silanyloxy)-indole-1-carboxylic acid tert-butyl ester), C(C)(C)(C)OC(=O)N1C(=CC2=CC=C(C=C12)O[Si](C)(C)C(C)(C)C)C=1C2=C(N(N1)C(=O)OC(C)(C)C)C=C(S2)C2=CC=CC=C2 (2-(1-tert-butoxycarbonyl-5-phenyl-1H-thieno[3,2-c]pyrazol-3-yl)-6-(tert-butyl-dimethyl-silanyloxy)-indole-1-carboxylic acid tert-butyl ester), [F-].C(CCC)[N+](CCCC)(CCCC)CCCC (tetrabutylammonium fluoride). Solvent: O1CCCC1 (tetrahydrofuran), C1CCOC1 (THF). Conditions: time 40 minute. Product: C(C)(C)(C)OC(=O)N1C(=CC2=CC=C(C=C12)O)C=1C2=C(N(N1)C(=O)OC(C)(C)C)C=C(S2)C2=CC=CC=C2 (2-(1-tert-butoxycarbonyl-5-phenyl-1H-thieno[3,2-c]pyrazol-3-yl)-6-hydroxy-indole-1-carboxylic acid tert-butyl ester). The yield is 99.0%. As a reaction SMILES: ClCCl.[C:4]([O:8][C:9]([N:11]1[C:19]2[C:14](=[CH:15][CH:16]=[C:17]([O:20][Si](C(C)(C)C)(C)C)[CH:18]=2)[CH:13]=[C:12]1[C:28]1[C:29]2[S:42][C:41]([C:43]3[CH:48]=[CH:47][CH:46]=[CH:45][CH:44]=3)=[CH:40][C:30]=2[N:31]([C:33]([O:35][C:36]([CH3:39])([CH3:38])[CH3:37])=[O:34])[N:32]=1)=[O:10])([CH3:7])([CH3:6])[CH3:5].[F-].C([N+](CCCC)(CCCC)CCCC)CCC>O1CCCC1>[C:4]([O:8][C:9]([N:11]1[C:19]2[C:14](=[CH:15][CH:16]=[C:17]([OH:20])[CH:18]=2)[CH:13]=[C:12]1[C:28]1[C:29]2[S:42][C:41]([C:43]3[CH:44]=[CH:45][CH:46]=[CH:47][CH:48]=3)=[CH:40][C:30]=2[N:31]([C:33]([O:35][C:36]([CH3:39])([CH3:38])[CH3:37])=[O:34])[N:32]=1)=[O:10])([CH3:5])([CH3:6])[CH3:7] |f:2.3|. Procedure: 1-(5-phenyl-thieno[3,2-c]pyrazol-1-yl)-ethanone [Intermediate (44), LC/MS: 243.1(M+H), RT=3.45 minutes; 1H NMR (300 Mhz, CDCl3): δ 7.84 (s,1H), 7.78 (s, 1H), 7.64 (m, 2H), 7.43-7.31 (m, 3H), 2.75 (s, 3H)] is prepared using procedures similar to those described hereinabove for Intermediate (25) substituting 2-phenyl-5-methyl-thiophene for 5-methylthiophene-2-carboxylic acid in step 1. Step 2. To a mixture of 1-(5-phenyl-thieno[3,2-c]pyrazol-1-yl)-ethanone [3.82 g, 15.8 mmol, Intermediate (44)] an...